This data is from the Open Reaction Database (ORD), a public repository of structured organic reaction records. The task is: describe an organic reaction: reactants, conditions, products, and yield Starting materials: ClC1=C(C(=O)O)C=CC(=C1Cl)S(=O)(=O)C (2,3-dichloro-4-methylsulfonylbenzoic acid), COCCN (2-methoxyethylamine), Cl (hydrochloric acid). Reaction conditions: time 4 day. Yields the product ClC1=C(C(=O)O)C=CC(=C1NCCOC)S(=O)(=O)C (2-Chloro-3-(2-methoxyethylamino)-4-methylsulfonylbenzoic Acid). As a reaction SMILES: [Cl:1][C:2]1[C:10](Cl)=[C:9]([S:12]([CH3:15])(=[O:14])=[O:13])[CH:8]=[CH:7][C:3]=1[C:4]([OH:6])=[O:5].Cl.[CH3:17][O:18][CH2:19][CH2:20][NH2:21]>>[Cl:1][C:2]1[C:10]([NH:21][CH2:20][CH2:19][O:18][CH3:17])=[C:9]([S:12]([CH3:15])(=[O:14])=[O:13])[CH:8]=[CH:7][C:3]=1[C:4]([OH:6])=[O:5]. Procedure details: A solution of 5.0 g (19 mmol) of 2,3-dichloro-4-methylsulfonylbenzoic acid in 50 mL of 60 percent aqueous 2-methoxyethylamine was heated at reflux with stirring for 4 days. The dark mixture was then acidified with aqueous hydrochloric acid and extracted with dichloromethane. The extract was dried over magnesium sulfate and concentrated by evaporation under reduced pressure to obtain 8 g of the title compound as an impure dark oil. A 5.7 g portion of the this was converted to the methyl ester by ... Starting materials: C(C)C=1C(=C(C(=O)C2=CC=CC=C2)C=CC1)N (3-ethyl-2-aminobenzophenone), ice water. Solvent: C(C)(=O)O (acetic acid), OO (hydrogen peroxide). Yields the product C(C)C1=CC=CC2=C(ON=C21)C2=CC=CC=C2 (7-Ethyl-3-phenyl-2,1-benzisoxazole). Reaction SMILES: [CH2:1]([C:3]1[C:4]([NH2:17])=[C:5]([CH:14]=[CH:15][CH:16]=1)[C:6]([C:8]1[CH:13]=[CH:12][CH:11]=[CH:10][CH:9]=1)=[O:7])[CH3:2]>C(O)(=O)C.OO>[CH2:1]([C:3]1[C:4]2[C:5](=[C:6]([C:8]3[CH:13]=[CH:12][CH:11]=[CH:10][CH:9]=3)[O:7][N:17]=2)[CH:14]=[CH:15][CH:16]=1)[CH3:2]. Procedure details: A solution of 7.5 g (0.033 mole) of 3-ethyl-2-aminobenzophenone in 150 ml of acetic acid and 40 ml of 30% hydrogen peroxide was let stand at ambient temperature for 72 hr. The solution was poured into ice water and a solid gradually crystallized. The solid was collected by filtration, washed with water and dried. The solid was then slurried with 20 ml of carbon tetrachloride and the mixture was filtered. Reactants: OC1CCN(CC1)C(=O)OC(C)(C)C (tert-butyl 4-hydroxypiperidine-1-carboxylate), ClC1=NC=CC(=C1)[N+](=O)[O-] (2-chloro-4-nitropyridine), [H-].[Na+] (sodium hydride), oil. Yields the product ClC1=NC=CC(=C1)OC1CCN(CC1)C(=O)OC(C)(C)C (tert-butyl 4-(2-chloropyridin-4-yloxy)piperidine-1-carboxylate). Isolated yield 83.8%. RXN SMILES: [OH:1][CH:2]1[CH2:7][CH2:6][N:5]([C:8]([O:10][C:11]([CH3:14])([CH3:13])[CH3:12])=[O:9])[CH2:4][CH2:3]1.[H-].[Na+].[Cl:17][C:18]1[CH:23]=[C:22]([N+]([O-])=O)[CH:21]=[CH:20][N:19]=1>>[Cl:17][C:18]1[CH:23]=[C:22]([O:1][CH:2]2[CH2:3][CH2:4][N:5]([C:8]([O:10][C:11]([CH3:14])([CH3:13])[CH3:12])=[O:9])[CH2:6][CH2:7]2)[CH:21]=[CH:20][N:19]=1 |f:1.2|. Reported procedure: Using the method of Example 3, Step A, tert-butyl 4-hydroxypiperidine-1-carboxylate (1.90 g, 9.46 mmol), 60% sodium hydride in mineral oil (378 mg, 9.46 mmol), and 2-chloro-4-nitropyridine (1.50 g, 9.46 mmol) were reacted to provide tert-butyl 4-(2-chloropyridin-4-yloxy)piperidine-1-carboxylate (2.48 g, 84% yield) as an oil. 1H NMR (CDCl3) δ 8.19 (d, 1H), 6.83 (s, 1H), 6.74 (d, 1H), 4.56 (m, 1H), 3.68 (ddd, 2H), 3.37 (ddd, 2H), 1.94 (dddd, 2H), 1.77 (dddd, 2H), 1.47 (s, 9H). The reactants are C(C)(C)[C@@H](CO)N ((1S)-1-Isopropyl-2-hydroxyethylamine), [Cl-].ClC[C@H](C(C)C)[NH3+] ((1S)-2-chloro-1-isopropylethylammonium chloride), CC1=C(C=CC(=C1)[N+](=O)[O-])N=C=S (2-Methyl-4-nitrophenyl isothiocyanate), [Cl-].ClC[C@H](C(C)C)[NH3+] ((1S)-2-chloro-1-isopropylethylammonium chloride). The product is CC1=C(C=CC(=C1)[N+](=O)[O-])N=C1SC[C@@H](N1)C(C)C ((45)-2-(2-methyl-4-nitrophenylimino)-4-isopropyl-1,3-thiazolidine). RXN SMILES: [CH:1]([C@H:4]([NH2:7])[CH2:5]O)([CH3:3])[CH3:2].[Cl-].ClC[C@@H]([NH3+])C(C)C.[CH3:16][C:17]1[CH:22]=[C:21]([N+:23]([O-:25])=[O:24])[CH:20]=[CH:19][C:18]=1[N:26]=[C:27]=[S:28]>>[CH3:16][C:17]1[CH:22]=[C:21]([N+:23]([O-:25])=[O:24])[CH:20]=[CH:19][C:18]=1[N:26]=[C:27]1[NH:7][C@@H:4]([CH:1]([CH3:3])[CH3:2])[CH2:5][S:28]1 |f:1.2|. Reported procedure: (1S)-1-Isopropyl-2-hydroxyethylamine was converted to (1S)-2-chloro-1-isopropylethylammonium chloride according to Method B7a. 2-Methyl-4-nitrophenyl isothiocyanate was reacted with (1S)-2-chloro-1-isopropylethylammonium chloride according to Method C1a to give (45)-2-(2-methyl-4-nitrophenylimino)-4-isopropyl-1,3-thiazolidine. The thiazolidine was reacted with isobutyl bromide according to Method D2a to afford (4S)-2-(2-methyl -4-nitrophenylimino)-4-isopropyl-3-isobutyl-1,3-thiazolidine HCl salt...